Dataset: the Open Reaction Database (ORD), a public repository of structured organic reaction records. Task: describe an organic reaction: reactants, conditions, products, and yield The reactants are CCOC(=O)Cc1ccc(Br)cc1, CCOC(=O)C#N, C1CCOC1, CC(C)[N-]C(C)C, [Li+]. Product: CCOC(=O)C(C(=O)OCC)c1ccc(Br)cc1. As a reaction SMILES: [Br:1][c:2]1[cH:3][cH:4][c:5]([CH2:8][C:9](=[O:10])[O:11][CH2:12][CH3:13])[cH:6][cH:7]1.[C:22](#[N:23])[C:24](=[O:25])[O:26][CH2:27][CH3:28].[CH2:29]1[O:30][CH2:31][CH2:32][CH2:33]1.[CH:14]([N-:15][CH:16]([CH3:17])[CH3:18])([CH3:19])[CH3:20].[Li+:21]>>[Br:1][c:2]1[cH:3][cH:4][c:5]([CH:8]([C:9](=[O:10])[O:11][CH2:12][CH3:13])[C:24](=[O:25])[O:26][CH2:27][CH3:28])[cH:6][cH:7]1. Starting materials: BrC=1C=CC\2=C(\N=C(/C\C(=C2)\C(N(CCC)CCCO[Si](C)(C)C(C)(C)C)=O)\NC(OC(C)(C)C)=O)C1 (tert-butyl (1E,4E)-8-bromo-4-((3-(tert-butyldimethylsilyloxy)propyl)(propyl)carbamoyl)-3H-benzo[b]azepin-2-ylcarbamate), N1C[C@H](CC1)O ((S)-pyrrolidin-3-ol), O[C@@H]1CN(CC1)C(=O)C1=CC=C(C=C1)B1OC(C(O1)(C)C)(C)C ((S)-(3-hydroxypyrrolidin-1-yl)(4-(4,4,5,5-tetramethyl-1,3,2-dioxaborolan-2-yl)phenyl)methanone), CC1(OB(OC1(C)C)C1=CC=C(C(=O)O)C=C1)C (4-(4,4,5,5-tetramethyl-1,3,2-dioxaborolan-2-yl)benzoic acid). The product is N/C=1/C\C(=C/C2=C(\N1)C=C(C=C2)C2=CC=C(C=C2)C(=O)N2C[C@H](CC2)O)\C(=O)N(CCC)CCCO ((1E,4E)-2-amino-N-(3-hydroxypropyl)-8-(4-((S)-3-hydroxypyrrolidine-1-carbonyl)phenyl)-N-propyl-3H-benzo[b]azepine-4-carboxamide). As a reaction SMILES: Br[C:2]1[CH:3]=[CH:4][C:5]2=[C:6]([CH:37]=1)[N:7]=[C:8]([NH:29]C(=O)OC(C)(C)C)[CH2:9][C:10]([C:12](=[O:28])[N:13]([CH2:17][CH2:18][CH2:19][O:20][Si](C(C)(C)C)(C)C)[CH2:14][CH2:15][CH3:16])=[CH:11]2.[OH:38][C@H:39]1[CH2:43][CH2:42][N:41]([C:44]([C:46]2[CH:51]=[CH:50][C:49](B3OC(C)(C)C(C)(C)O3)=[CH:48][CH:47]=2)=[O:45])[CH2:40]1.CC1(C)C(C)(C)OB(C2C=CC(C(O)=O)=CC=2)O1.N1CC[C@H](O)C1>>[NH2:29][C:8]1[CH2:9][C:10]([C:12]([N:13]([CH2:17][CH2:18][CH2:19][OH:20])[CH2:14][CH2:15][CH3:16])=[O:28])=[CH:11][C:5]2[CH:4]=[CH:3][C:2]([C:49]3[CH:48]=[CH:47][C:46]([C:44]([N:41]4[CH2:42][CH2:43][C@H:39]([OH:38])[CH2:40]4)=[O:45])=[CH:51][CH:50]=3)=[CH:37][C:6]=2[N:7]=1. Procedure details: The title compound was prepared by the procedure as described in Example 124 (Step F) using tert-butyl (1E,4E)-8-bromo-4-((3-(tert-butyldimethylsilyloxy)propyl)(propyl)carbamoyl)-3H-benzo[b]azepin-2-ylcarbamate and (S)-(3-hydroxypyrrolidin-1-yl)(4-(4,4,5,5-tetramethyl-1,3,2-dioxaborolan-2-yl)phenyl)methanone that was prepared by the procedure as described in Example 101 (Step H) using 4-(4,4,5,5-tetramethyl-1,3,2-dioxaborolan-2-yl)benzoic acid and (S)-pyrrolidin-3-ol. MS APCI (+) m/z 705 (M+1) d... Starting materials: ClCCOC (1-chloro-2-methoxyethane), BrC1=CC=C(C=C1)O (4-bromophenol), [I-].[Na+] (sodium iodide), C([O-])([O-])=O.[K+].[K+] (potassium carbonate). Run in C(C)#N (acetonitrile), O (water). Reaction conditions: temperature 60 celsius. Yields the product BrC1=CC=C(C=C1)OCCCOC (1-Bromo-4-(3-methoxypropoxy)benzene). Yield: 67.8%. Reaction SMILES: [Br:1][C:2]1[CH:7]=[CH:6][C:5]([OH:8])=[CH:4][CH:3]=1.[I-].[Na+].[C:11](=O)([O-])[O-].[K+].[K+].Cl[CH2:18][CH2:19][O:20][CH3:21]>C(#N)C.O>[Br:1][C:2]1[CH:7]=[CH:6][C:5]([O:8][CH2:11][CH2:18][CH2:19][O:20][CH3:21])=[CH:4][CH:3]=1 |f:1.2,3.4.5|. Procedure details: A mixture of 4-bromophenol (16-2, 1.01 g, 5.72 mmol), sodium iodide (1.02 g, 6.83 mmol), and potassium carbonate (1.88 g, 13.6 mmol) in acetonitrile (10.0 mL) was added with 1-chloro-2-methoxyethane (21-1, 0.89 g, 8.0 mmol). The mixture was heated to 60° C. for 48 h. The reaction mixture was cooled to room temperature and added with water (200 mL). The solution was extracted with EtOAc, dried over MgSO4, and concentrated in vacuo. The residue was purified by flash column chromatography on silica... Starting materials: BrB(Br)Br, CCNC(=NS(=O)(=O)c1ccc(OC)c(Cl)c1)N1CC(CC)C=N1, ClCCl. Yields the product CCNC(=NS(=O)(=O)c1ccc(O)c(Cl)c1)N1CC(CC)C=N1. As a reaction SMILES: [B:25]([Br:26])([Br:27])[Br:28].[Cl:1][c:2]1[cH:3][c:4]([S:10](=[O:11])(=[O:12])[N:13]=[C:14]([N:15]2[N:16]=[CH:17][CH:18]([CH2:20][CH3:21])[CH2:19]2)[NH:22][CH2:23][CH3:24])[cH:5][cH:6][c:7]1[O:8][CH3:9].[Cl:29][CH2:30][Cl:31]>>[Cl:1][c:2]1[cH:3][c:4]([S:10](=[O:11])(=[O:12])[N:13]=[C:14]([N:15]2[N:16]=[CH:17][CH:18]([CH2:20][CH3:21])[CH2:19]2)[NH:22][CH2:23][CH3:24])[cH:5][cH:6][c:7]1[OH:8]. Starting materials: CN1CC2=C(N(C=3C=CC(=CC23)C)CC(O)C=2C=NC(=CC2)C)CC1 (2-(1,2,3,4-Tetrahydro-2,8-dimethylpyrido[4,3-b]indol-5-yl)-1-(6-methylpyridin-3-yl)ethanol), S(O)(O)(=O)=O (sulfuric acid), [OH-].[K+] (KOH). Run at temperature 5 celsius. Yields the product CN1CC2=C(N(C=3C=CC(=CC23)C)\C=C\C=2C=NC(=CC2)C)CC1 (2,3,4,5-tetrahydro-2,8-dimethyl-5-((E)-2-(6-methylpyridin-3-yl)vinyl)-1H-pyrido[4,3-b]indole). RXN SMILES: [CH3:1][N:2]1[CH2:25][CH2:24][C:5]2[N:6]([CH2:14][CH:15]([C:17]3[CH:18]=[N:19][C:20]([CH3:23])=[CH:21][CH:22]=3)O)[C:7]3[CH:8]=[CH:9][C:10]([CH3:13])=[CH:11][C:12]=3[C:4]=2[CH2:3]1.S(=O)(=O)(O)O.[OH-].[K+]>>[CH3:1][N:2]1[CH2:25][CH2:24][C:5]2[N:6](/[CH:14]=[CH:15]/[C:17]3[CH:18]=[N:19][C:20]([CH3:23])=[CH:21][CH:22]=3)[C:7]3[CH:8]=[CH:9][C:10]([CH3:13])=[CH:11][C:12]=3[C:4]=2[CH2:3]1 |f:2.3|. Procedure details: 2-(1,2,3,4-Tetrahydro-2,8-dimethylpyrido[4,3-b]indol-5-yl)-1-(6-methylpyridin-3-yl)ethanol (1 equiv.) was refluxed with 25% sulfuric acid for 2 h. The reaction mixture was cooled to 5° C. with an ice-water bath. KOH (15% aq. solution) was added dropwise to the reaction mixture until pH 9-10 was achieved. The reaction mixture was extracted with EtOAc. The combined organic layers were washed with water followed by brine, dried over sodium sulfate and evaporated under vacuum. The crude product was ... The reactants are C(Cl)(Cl)Cl (chloroform), CN1C(N(C(C=C1N1CCN(CC1)CC(COC1=CC=C(C=C1)Cl)O)=O)C)=O (1,3-dimethyl-6-[4-(3-[4-chlorophenoxy]-2-hydroxypropyl)piperazin-1-yl]-2,4(1H,3H)-pyrimidinedione), COCCBr (methoxyethyl bromide), [H-].[Na+] (sodium hydride). Solvent: CN(C=O)C (dimethylformamide). Reaction conditions: time 30 minute. Product: CN1C(N(C(C=C1N1CCN(CC1)CC(COC1=CC=C(C=C1)Cl)OCCOC)=O)C)=O (1,3-dimethyl-6-[4-(3-[4-chlorophenoxy]-2-(2-methoxyethoxy)propyl)piperazin-1-yl]-2,4(1H,3H)-pyrimidinedione). Reaction SMILES: [CH3:1][N:2]1[C:7]([N:8]2[CH2:13][CH2:12][N:11]([CH2:14][CH:15]([OH:25])[CH2:16][O:17][C:18]3[CH:23]=[CH:22][C:21]([Cl:24])=[CH:20][CH:19]=3)[CH2:10][CH2:9]2)=[CH:6][C:5](=[O:26])[N:4]([CH3:27])[C:3]1=[O:28].[H-].[Na+].[CH3:31][O:32][CH2:33][CH2:34]Br.C(Cl)(Cl)Cl>CN(C)C=O>[CH3:1][N:2]1[C:7]([N:8]2[CH2:9][CH2:10][N:11]([CH2:14][CH:15]([O:25][CH2:34][CH2:33][O:32][CH3:31])[CH2:16][O:17][C:18]3[CH:23]=[CH:22][C:21]([Cl:24])=[CH:20][CH:19]=3)[CH2:12][CH2:13]2)=[CH:6][C:5](=[O:26])[N:4]([CH3:27])[C:3]1=[O:28] |f:1.2|. Procedure details: 1.0 g of 1,3-dimethyl-6-[4-(3-[4-chlorophenoxy]-2-hydroxypropyl)piperazin-1-yl]-2,4(1H,3H)-pyrimidinedione was dissolved in 30 ml of dimethylformamide, and 0.25 g of sodium hydride (60% and oily) was further added thereto. The solution was stirred at room temperature for 30 minutes, and 0.85 ml of methoxyethyl bromide was then added thereto. After stirring for 3 days, 100 ml of chloroform was added to the reaction solution This solution was washed with water and then dried with anhydrous magnesi... Reactants: Cl.ClC1=CC=C(C=C1)NN ((4-Chlorophenyl)hydrazine hydrochloride), O1CCCC1 (tetrahydrofuran), C(O)([O-])=O.[Na+] (sodium hydrogencarbonate), C(C)OCC (diethyl ether). Reaction conditions: time 30 minute. Product: C1(=CC=CC=C1)OC(=O)NNC1=CC=C(C=C1)Cl (2-(4-chlorophenyl)-1-hydrazinecarboxylic acid phenyl ester). Reaction SMILES: Cl.[Cl:2][C:3]1[CH:8]=[CH:7][C:6]([NH:9][NH2:10])=[CH:5][CH:4]=1.[O:11]1[CH2:15][CH2:14][CH2:13][CH2:12]1.[C:16](=[O:19])([O-])O.[Na+].[CH2:21](OCC)[CH3:22]>>[C:15]1([O:11][C:16]([NH:10][NH:9][C:6]2[CH:7]=[CH:8][C:3]([Cl:2])=[CH:4][CH:5]=2)=[O:19])[CH:22]=[CH:21][CH:12]=[CH:13][CH:14]=1 |f:0.1,3.4|. Reported procedure: (4-Chlorophenyl)hydrazine hydrochloride (3.00 g) was added to a mixture of tetrahydrofuran (50 mL), diethyl ether (50 mL), and saturated aqueous sodium hydrogencarbonate. The organic layer was separated, followed by drying over sodium sulfate anhydrate and concentrating, to thereby give (4-chlorophenyl)hydrazine as a brown solid. The solid was dissolved in benzene (15 mL), and the solution was heated under reflux. Under refluxing, diphenyl carbonate (5.22 g) dissolved in benzene (8.0 mL) was add...